From a dataset of the Open Reaction Database (ORD), a public repository of structured organic reaction records. describe an organic reaction: reactants, conditions, products, and yield Reactants: Cc1cc(C(C)(C)C)c(O)c(C(C)(C)C)c1, C=C[Sn](CCCC)(CCCC)CCCC, CCOC(=O)c1sc(Br)nc1C(F)(F)F, CCOC(C)=O, Cc1ccccc1, c1ccc(P(c2ccccc2)(c2ccccc2)[Pd](P(c2ccccc2)(c2ccccc2)c2ccccc2)(P(c2ccccc2)(c2ccccc2)c2ccccc2)P(c2ccccc2)(c2ccccc2)c2ccccc2)cc1. The product is C=Cc1nc(C(F)(F)F)c(C(=O)OCC)s1. Reaction SMILES: [C:31]([c:32]1[cH:33][c:34]([CH3:35])[cH:36][c:37]([C:38]([CH3:39])([CH3:40])[CH3:41])[c:42]1[OH:43])([CH3:44])([CH3:45])[CH3:46].[CH2:16]([CH2:17][CH2:29][CH3:30])[Sn:18]([CH2:19][CH2:20][CH2:21][CH3:22])([CH2:23][CH2:24][CH2:25][CH3:26])[CH:27]=[CH2:28].[CH2:1]([CH3:2])[O:3][C:4](=[O:5])[c:6]1[c:7]([C:12]([F:13])([F:14])[F:15])[n:8][c:9]([Br:11])[s:10]1.[CH3:47][CH2:48][O:49][C:50](=[O:51])[CH3:52].[CH3:53][c:54]1[cH:55][cH:56][cH:57][cH:58][cH:59]1.[cH:60]1[cH:61][cH:62][c:63]([P:64]([Pd:65]([P:66]([c:67]2[cH:68][cH:69][cH:70][cH:71][cH:72]2)([c:73]2[cH:74][cH:75][cH:76][cH:77][cH:78]2)[c:79]2[cH:80][cH:81][cH:82][cH:83][cH:84]2)([P:85]([c:86]2[cH:87][cH:88][cH:89][cH:90][cH:91]2)([c:92]2[cH:93][cH:94][cH:95][cH:96][cH:97]2)[c:98]2[cH:99][cH:100][cH:101][cH:102][cH:103]2)[P:104]([c:105]2[cH:106][cH:107][cH:108][cH:109][cH:110]2)([c:111]2[cH:112][cH:113][cH:114][cH:115][cH:116]2)[c:117]2[cH:118][cH:119][cH:120][cH:121][cH:122]2)([c:123]2[cH:124][cH:125][cH:126][cH:127][cH:128]2)[c:129]2[cH:130][cH:131][cH:132][cH:133][cH:134]2)[cH:135][cH:136]1>>[CH2:1]([CH3:2])[O:3][C:4](=[O:5])[c:6]1[c:7]([C:12]([F:13])([F:14])[F:15])[n:8][c:9]([CH:16]=[CH2:17])[s:10]1.